From a dataset of the Open Reaction Database (ORD), a public repository of structured organic reaction records. describe an organic reaction: reactants, conditions, products, and yield Reactants: N1(CCCC1)CCN1N=CC2=CC=C(C=C12)N (1-(2-pyrrolidin-1-yl-ethyl)-1H-indazol-6-ylamine), O(C1=CC=CC=C1)C1=CC=C(C=C1)CCC(=O)O (3-(4-phenoxy-phenyl)-propionic acid). Yields the product O(C1=CC=CC=C1)C1=CC=C(C=C1)CCC(=O)NC1=CC=C2C=NN(C2=C1)CCN1CCCC1 (3-(4-phenoxyphenyl)-N-[1-(2-pyrrolidin-1-ylethyl)-1H-indazol-6-yl]propanamide). Reaction SMILES: [N:1]1([CH2:6][CH2:7][N:8]2[C:16]3[C:11](=[CH:12][CH:13]=[C:14]([NH2:17])[CH:15]=3)[CH:10]=[N:9]2)[CH2:5][CH2:4][CH2:3][CH2:2]1.[O:18]([C:25]1[CH:30]=[CH:29][C:28]([CH2:31][CH2:32][C:33](O)=[O:34])=[CH:27][CH:26]=1)[C:19]1[CH:24]=[CH:23][CH:22]=[CH:21][CH:20]=1>>[O:18]([C:25]1[CH:26]=[CH:27][C:28]([CH2:31][CH2:32][C:33]([NH:17][C:14]2[CH:15]=[C:16]3[C:11]([CH:10]=[N:9][N:8]3[CH2:7][CH2:6][N:1]3[CH2:5][CH2:4][CH2:3][CH2:2]3)=[CH:12][CH:13]=2)=[O:34])=[CH:29][CH:30]=1)[C:19]1[CH:24]=[CH:23][CH:22]=[CH:21][CH:20]=1. Reported procedure: According to the procedure for Example 49, 1-(2-pyrrolidin-1-yl-ethyl)-1H-indazol-6-ylamine and 3-(4-phenoxy-phenyl)-propionic acid were processed to provide the title compound. MS (DCI/NH3) MS m/z 455 (M+H)+; 1H NMR (500 MHz, DMSO-d6) δ ppm 1.84 (m, 2 H), 2.00 (m, 2 H), 2.70 (t, J=7.64 Hz, 2 H), 2.94 (t, J=7.64 Hz, 2 H), 3.05 (m, 2 H), 3.53 (m, 2 H), 3.71 (q, J=5.82 Hz, 2 H), 4.68 (t, J=6.24 Hz, 2 H), 6.95 (m, 4 H), 7.09 (m, 2 H), 7.29 (m, 2 H), 7.36 (m, 2 H), 7.70 (m, 1 H), 8.08 (s, 1 H), 8.28... Reactants: N1=C(C(=CC=C1)C)C (2,3-lutidine), N1=C(C(=O)O)C(C(=O)O)=CC=C1 (quinolinic acid). Solvent: O (water). Yields the product O.N1=C(C(=CC=C1)C)C.N1=C(C(=O)O)C(C(=O)O)=CC=C1 (Water 2,3-Lutidine Quinolinic Acid). RXN SMILES: [N:1]1[CH:6]=[CH:5][CH:4]=[C:3]([CH3:7])[C:2]=1[CH3:8].[N:9]1[CH:20]=[CH:19][CH:18]=[C:14]([C:15]([OH:17])=[O:16])[C:10]=1[C:11]([OH:13])=[O:12]>O>[OH2:12].[N:1]1[CH:6]=[CH:5][CH:4]=[C:3]([CH3:7])[C:2]=1[CH3:8].[N:9]1[CH:20]=[CH:19][CH:18]=[C:14]([C:15]([OH:17])=[O:16])[C:10]=1[C:11]([OH:13])=[O:12] |f:3.4.5|. Reported procedure: A medium of 66 wt% water and 33 wt% 2,3-lutidine was prepared and also found substantially heterogeneous, whereafter addition of only 2 wt% quinolinic acid caused considerable solublization of the 2,3-lutidine. Additional quinolinic acid was added to form solutions of greater than 25 wt% diacid, 25 wt% 2,3-lutidine, and 50 wt% water (conductivity 11000 micro-Seimens/cm). Additionally, it was noted that the presence of 2,3-lutidine significantly increased the solubility of quinolinic acid in wate...